From a dataset of the Open Reaction Database (ORD), a public repository of structured organic reaction records. describe an organic reaction: reactants, conditions, products, and yield Starting materials: BrC=1C=C(C=C(C1)OC(F)(F)F)C1=CC(=NN1C1=CC(=NC=C1)C(F)(F)F)C(=O)O (5-(3-Bromo-5-trifluoromethoxyphenyl)-1-(2-trifluoromethylpyridin-4-yl)-1H-pyrazole-3-carboxylic acid), ClC=1C=C(C=C(C1)F)C1=CC(=NN1C1=NC=CC=C1)C(=O)N1CNC(C1)=O (1-{[5-(3-Chloro-5-fluorophenyl)-1-(pyridin-2-yl)-1H-pyrazol-3-yl]carbonyl}imidazolidin-4-one), S1CNCC1 (thiazolidine). Product: BrC=1C=C(C=C(C1)OC(F)(F)F)C1=CC(=NN1C1=CC(=NC=C1)C(F)(F)F)C(=O)N1CSCC1 ({5-[3-Bromo-5-(trifluoromethoxy)phenyl]-1-[2-(trifluoromethyl)pyridin-4-yl]-1H-pyrazol-3-yl}(1,3-thiazolidin-3-yl)methanone). Reaction SMILES: [Br:1][C:2]1[CH:3]=[C:4]([C:13]2[N:17]([C:18]3[CH:23]=[CH:22][N:21]=[C:20]([C:24]([F:27])([F:26])[F:25])[CH:19]=3)[N:16]=[C:15]([C:28]([OH:30])=O)[CH:14]=2)[CH:5]=[C:6]([O:8][C:9]([F:12])([F:11])[F:10])[CH:7]=1.ClC1C=C(C2N(C3C=CC=CN=3)N=C(C(N3CC(=O)NC3)=O)C=2)C=C(F)C=1.[S:58]1[CH2:62][CH2:61][NH:60][CH2:59]1>>[Br:1][C:2]1[CH:3]=[C:4]([C:13]2[N:17]([C:18]3[CH:23]=[CH:22][N:21]=[C:20]([C:24]([F:26])([F:25])[F:27])[CH:19]=3)[N:16]=[C:15]([C:28]([N:60]3[CH2:61][CH2:62][S:58][CH2:59]3)=[O:30])[CH:14]=2)[CH:5]=[C:6]([O:8][C:9]([F:11])([F:10])[F:12])[CH:7]=1. Procedure: 130 mg (0.26 mmol) of the compound of Example 47A is reacted analogously to the synthesis of the compound of Example 1 with 26 mg (0.29 mmol) of thiazolidine. 105 mg (71% of theory) of the title compound is obtained. Reactants: N#N (N2), FC1=CC(=C(C=C1)I)SC (4-fluoro-1-iodo-2-methylsulfanyl-benzene), C(=O)([O-])[O-].[K+].[K+] (K2CO3), C(C=C)(=O)OC (methyl acrylate). The reagents and catalysts are [Cl-].C(CCC)[N+](CCCC)(CCCC)CCCC (Tetra-n-butylammonium chloride), CC(=O)[O-].CC(=O)[O-].[Pd+2] (Pd(OAc)2). Solvent: O (water), CN(C)C=O (DMF). Product: COC(C=CC1=C(C=C(C=C1)F)SC)=O (3-(4-fluoro-2-methylsulfanyl-phenyl)-acrylic acid methyl ester). Isolated yield 83.8%. Reaction SMILES: [F:1][C:2]1[CH:7]=[CH:6][C:5](I)=[C:4]([S:9][CH3:10])[CH:3]=1.C([O-])([O-])=O.[K+].[K+].[C:17]([O:21][CH3:22])(=[O:20])[CH:18]=[CH2:19].N#N>[Cl-].C([N+](CCCC)(CCCC)CCCC)CCC.CN(C=O)C.CC([O-])=O.CC([O-])=O.[Pd+2].O>[CH3:22][O:21][C:17](=[O:20])[CH:18]=[CH:19][C:5]1[CH:6]=[CH:7][C:2]([F:1])=[CH:3][C:4]=1[S:9][CH3:10] |f:1.2.3,6.7,9.10.11|. Procedure: 4-fluoro-1-iodo-2-methylsulfanyl-benzene (6.8 g 25.3 mmol), K2CO3 (9.9 g, 63.4 mmol), methyl acrylate (5.7 ml, 63.4 mmol), Tetra-n-butylammonium chloride (7.0 g, 25.3 mmol) and Pd(OAc)2 (1.1 g, 5.07 mmol) were mixed in DMF (150 ml). The mixture was heated at 50° C. under the atmosphere of N2 overnight, after which water was added and then extracted with ethyl acetate. The extracts were combined, washed with brine, dried over sodium sulfate and evaporated under reduced pressure. The residue was p... The reactants are FC1=C(OCC(=O)OCC)C=CC(=C1NCC1=C(C=CC(=C1)C1=CC(=CC=C1)F)F)F (ethyl 2-[2,4-difluoro-3-[[2-fluoro-5-(3-fluorophenyl)phenyl]methylamino]phenoxy]acetate), C(=O)([O-])[O-].[K+].[K+] (K2CO3), Cl (HCl). The solvent is CO (MeOH), O (water). The product is FC1=C(OCC(=O)OC)C=CC(=C1NCC1=C(C=CC(=C1)C1=CC(=CC=C1)F)F)F (Methyl 2-[2,4-difluoro-3-[[2-fluoro-5-(3-fluorophenyl)phenyl]methylamino]phenoxy]acetate), oil. Yield: 46.0%. RXN SMILES: [F:1][C:2]1[C:14]([NH:15][CH2:16][C:17]2[CH:22]=[C:21]([C:23]3[CH:28]=[CH:27][CH:26]=[C:25]([F:29])[CH:24]=3)[CH:20]=[CH:19][C:18]=2[F:30])=[C:13]([F:31])[CH:12]=[CH:11][C:3]=1[O:4][CH2:5][C:6]([O:8][CH2:9]C)=[O:7].C([O-])([O-])=O.[K+].[K+].Cl>CO.O>[F:1][C:2]1[C:14]([NH:15][CH2:16][C:17]2[CH:22]=[C:21]([C:23]3[CH:28]=[CH:27][CH:26]=[C:25]([F:29])[CH:24]=3)[CH:20]=[CH:19][C:18]=2[F:30])=[C:13]([F:31])[CH:12]=[CH:11][C:3]=1[O:4][CH2:5][C:6]([O:8][CH3:9])=[O:7] |f:1.2.3|. Reported procedure: To a stirred solution of ethyl 2-[2,4-difluoro-3-[[2-fluoro-5-(3-fluorophenyl)phenyl]methylamino]phenoxy]acetate (II(a)) (290 mg, 0.7 mmol, 1.0 eq) in MeOH (30 mL) was added K2CO3 (28 mg, 0.2 mmol 0.3 eq). The reaction was heated at reflux overnight. The solvent was removed in vacuo and the residue obtained was diluted with water and neutralized by addition of 1M HCl. The aqueous layer was further extracted with EtOAc and the combined organic extracts were washed with brine, dried (Na2SO4), filt... Starting materials: CC(C)=O, FC(F)=C(F)Cl, [K+], [OH-], NS(=O)(=O)c1ccccc1O. Yields the product NS(=O)(=O)c1ccccc1OC(F)(F)C(F)Cl. As a reaction SMILES: [CH3:20][C:21](=[O:22])[CH3:23].[Cl:14][C:15](=[C:16]([F:17])[F:18])[F:19].[K+:2].[OH-:1].[OH:3][c:4]1[c:5]([S:10](=[O:11])(=[O:12])[NH2:13])[cH:6][cH:7][cH:8][cH:9]1>>[O:3]([c:4]1[c:5]([S:10](=[O:11])(=[O:12])[NH2:13])[cH:6][cH:7][cH:8][cH:9]1)[C:16]([CH:15]([Cl:14])[F:19])([F:17])[F:18]. Starting materials: CC(C)(C)OC(=O)NC1CNc2ccc(Br)cc2C1, CC(=O)O, O=Cc1ccccc1. The product is CC(C)(C)OC(=O)NC1Cc2cc(Br)ccc2N(Cc2ccccc2)C1. Reaction SMILES: [C:1]([CH3:2])([CH3:3])([CH3:4])[O:5][C:6]([NH:7][CH:8]1[CH2:9][NH:10][c:11]2[cH:12][cH:13][c:14]([Br:18])[cH:15][c:16]2[CH2:17]1)=[O:19].[C:28]([OH:29])(=[O:30])[CH3:31].[CH:20](=[O:21])[c:22]1[cH:23][cH:24][cH:25][cH:26][cH:27]1>>[C:1]([CH3:2])([CH3:3])([CH3:4])[O:5][C:6]([NH:7][CH:8]1[CH2:9][N:10]([CH2:20][c:22]2[cH:23][cH:24][cH:25][cH:26][cH:27]2)[c:11]2[cH:12][cH:13][c:14]([Br:18])[cH:15][c:16]2[CH2:17]1)=[O:19]. Reactants: ClC[Si](C)(C)OC ((chloromethyl)methoxydimethyl-silane), [O-]C#N.[K+] (potassium cyanate), N1C(CCC1)=O (2-pyrrolidinone). The solvent is CN(C)C=O (DMF). Run at temperature 130 celsius, time 5 hour. The product is CO[Si](C)(C)CNC(=O)N1C(CCC1)=O (N-[(methoxydimethylsilyl)-methyl]-2-oxo-1-pyrrolidinecarboxamide). Reaction SMILES: Cl[CH2:2][Si:3]([O:6][CH3:7])([CH3:5])[CH3:4].[O-:8][C:9]#[N:10].[K+].[NH:12]1[CH2:16][CH2:15][CH2:14][C:13]1=[O:17]>CN(C=O)C>[CH3:7][O:6][Si:3]([CH2:2][NH:10][C:9]([N:12]1[CH2:16][CH2:15][CH2:14][C:13]1=[O:17])=[O:8])([CH3:5])[CH3:4] |f:1.2|. Procedure details: A mixture of 69.3 g of (chloromethyl)methoxydimethyl-silane, 40.6 g of potassium cyanate and 42.6 g of 2-pyrrolidinone in 150 ml of anhydrous DMF was heated at 130° C. with stirring for 5 h. The solvent was then removed under reduced pressure. This gave N-[(methoxydimethylsilyl)methyl]-2-oxo-1-pyrrolidinecarboxamide in quantitative yield with a purity of >90% (analysis by 1H NMR, see Example 2a). Starting materials: C1CCC2=NCCCN2CC1, COCCOC, C=Cc1ccc(CN)cc1, Cl, CS(=O)c1nc(N)nc(-c2ccco2)c1C#N. Product: C=Cc1ccc(CNc2nc(N)nc(-c3ccco3)c2C#N)cc1. As a reaction SMILES: [CH2:29]1[CH2:30][CH2:31][C:32]2=[N:37][CH2:36][CH2:35][CH2:34][N:33]2[CH2:38][CH2:39]1.[CH3:40][O:41][CH2:42][CH2:43][O:44][CH3:45].[CH:19](=[CH2:20])[c:21]1[cH:22][cH:23][c:24]([CH2:25][NH2:26])[cH:27][cH:28]1.[ClH:18].[NH2:1][c:2]1[n:3][c:4]([S:15]([CH3:16])=[O:17])[c:5]([C:13]#[N:14])[c:6](-[c:8]2[o:9][cH:10][cH:11][cH:12]2)[n:7]1>>[NH2:1][c:2]1[n:3][c:4]([NH:26][CH2:25][c:24]2[cH:23][cH:22][c:21]([CH:19]=[CH2:20])[cH:28][cH:27]2)[c:5]([C:13]#[N:14])[c:6](-[c:8]2[o:9][cH:10][cH:11][cH:12]2)[n:7]1.